From a dataset of the Open Reaction Database (ORD), a public repository of structured organic reaction records. describe an organic reaction: reactants, conditions, products, and yield The reactants are C1CCOC1, C[Si](C)(C)[N-][Si](C)(C)C, COC=O, Cl, [Li+], CC(=O)Nc1nc2c(s1)C(=O)CCC2. Product: CC(=O)Nc1nc2c(s1)C(=O)C(C=O)CC2. Reaction SMILES: [CH2:30]1[O:31][CH2:32][CH2:33][CH2:34]1.[CH3:2][Si:3]([N-:4][Si:5]([CH3:6])([CH3:7])[CH3:8])([CH3:9])[CH3:10].[CH:25](=[O:26])[O:27][CH3:28].[ClH:29].[Li+:1].[O:11]=[C:12]1[CH2:13][CH2:14][CH2:15][c:16]2[n:17][c:18]([NH:21][C:22]([CH3:23])=[O:24])[s:19][c:20]21>>[O:11]=[C:12]1[CH:13]([CH:25]=[O:26])[CH2:14][CH2:15][c:16]2[n:17][c:18]([NH:21][C:22]([CH3:23])=[O:24])[s:19][c:20]21. Procedure details: To a stirred solution of 4-tert-butylbenzoyl chloride (6 g, 198 mmol) in acetone (250 mL) was added ammonium thiocynate (28 g, 237 mmol). The resulting yellow suspension was stirred at room temperature for 2 hours, condensed to dryness and then reconstituted through the addition of ethyl acetate (200 mL). The organic portion was washed with a saturated sodium bicarbonate solution (2×200 ml) and brine (200 mL). The resulting organic phase was dried over anhydrous sodium sulfate and concentrated t... Reaction SMILES: [C:1]([C:5]1[CH:13]=[CH:12][C:8]([C:9](Cl)=[O:10])=[CH:7][CH:6]=1)([CH3:4])([CH3:3])[CH3:2].[S-:14][C:15]#[N:16].[NH4+].C(OCC)(=O)C>CC(C)=O>[C:1]([C:5]1[CH:13]=[CH:12][C:8]([C:9]([N:16]=[C:15]=[S:14])=[O:10])=[CH:7][CH:6]=1)([CH3:4])([CH3:3])[CH3:2] |f:1.2|. Reaction conditions: time 2 hour. Solvent: CC(=O)C (acetone). Yield: 85.2%. The reactants are C(C)(C)(C)C1=CC=C(C(=O)Cl)C=C1 (4-tert-butylbenzoyl chloride), [S-]C#N.[NH4+] (ammonium thiocynate), C(C)(=O)OCC (ethyl acetate). The product is C(C)(C)(C)C1=CC=C(C(=O)N=C=S)C=C1 (4-tert-butylbenzoyl isothiocyanate). The reactants are FC(C(=O)O)(F)F (trifluoroacetic acid), ClC=1C=C2C(=CCC2=CC1)C1=C(C(=CC=C1)OC)OC (5-Chloro-3-(2,3-dimethoxyphenyl)-1H-indene), I(=O)(=O)(=O)[O-].[Na+] (sodium periodate), O (water). The reagents and catalysts are O.[Ru](Cl)(Cl)Cl (ruthenium(III) chloride monohydrate). Run in C(C)#N (acetonitrile), ClC(Cl)(Cl)Cl (tetrachloromethane). Reaction conditions: time 16 hour. The product is ClC1=CC(=C(C=C1)CC(=O)O)CC1=C(C(=CC=C1)OC)OC ([4-Chloro-2-(2,3-dimethoxybenzyl)phenyl]acetic acid). Reaction SMILES: I([O-])(=O)(=O)=O.[Na+].O.[Cl:8][C:9]1[CH:10]=[C:11]2[C:15](=[CH:16][CH:17]=1)CC=[C:12]2[C:18]1[CH:23]=[CH:22][CH:21]=[C:20]([O:24][CH3:25])[C:19]=1[O:26][CH3:27].F[C:29](F)(F)[C:30]([OH:32])=[O:31]>ClC(Cl)(Cl)Cl.O.[Ru](Cl)(Cl)Cl.C(#N)C>[Cl:8][C:9]1[CH:17]=[CH:16][C:15]([CH2:29][C:30]([OH:32])=[O:31])=[C:11]([CH2:12][C:18]2[CH:23]=[CH:22][CH:21]=[C:20]([O:24][CH3:25])[C:19]=2[O:26][CH3:27])[CH:10]=1 |f:0.1,6.7|. Procedure: 701.6 mg of sodium periodate (3.28 mol) and 3.6 mg of ruthenium(III) chloride monohydrate (0.02 mol) are introduced into 3 ml of water. 229.4 mg of the compound from Example 24A (0.80 mol) dissolved in 2 ml of tetrachloromethane are added and, after addition of 2 ml of acetonitrile, the reaction mixture is stirred at room temperature for 16 h. For working up, the mixture is poured into 20 ml of a 5% strength aqueous trifluoroacetic acid solution and extracted three times with dichloromethane. Th... The reactants are Brc1cccc2ccccc12, CCN(CC)CCN1C(=O)c2ccccc2C1=O, [Mg], [Mg], C1CCOC1, Brc1cccc2ccccc12. Product: CCN(CC)CCN1C(=O)c2ccccc2C1(O)c1cccc2ccccc12. RXN SMILES: [Br:14][c:15]1[c:16]2[c:17]([cH:18][cH:19][cH:20][cH:21]2)[cH:22][cH:23][cH:24]1.[CH2:25]([CH3:26])[N:27]([CH2:28][CH2:29][N:30]1[C:31](=[O:40])[c:32]2[c:33]([cH:36][cH:37][cH:38][cH:39]2)[C:34]1=[O:35])[CH2:41][CH3:42].[Mg:12].[Mg:13].[O:43]1[CH2:44][CH2:45][CH2:46][CH2:47]1.[c:1]1([Br:11])[cH:2][cH:3][cH:4][c:5]2[cH:6][cH:7][cH:8][cH:9][c:10]12>>[c:1]1([C:34]2([OH:35])[N:30]([CH2:29][CH2:28][N:27]([CH2:25][CH3:26])[CH2:41][CH3:42])[C:31](=[O:40])[c:32]3[c:33]2[cH:36][cH:37][cH:38][cH:39]3)[cH:2][cH:3][cH:4][c:5]2[cH:6][cH:7][cH:8][cH:9][c:10]12. Starting materials: ClCCl, O=C(NC1CCCc2cc(CO)c([N+](=O)[O-])cc21)C(F)(F)F, O=[Mn]=O. The product is O=Cc1cc2c(cc1[N+](=O)[O-])C(NC(=O)C(F)(F)F)CCC2. Reaction SMILES: [Cl:23][CH2:24][Cl:25].[F:1][C:2]([C:3](=[O:4])[NH:5][CH:6]1[CH2:7][CH2:8][CH2:9][c:10]2[cH:11][c:12]([CH2:19][OH:20])[c:13]([N+:16](=[O:17])[O-:18])[cH:14][c:15]21)([F:21])[F:22].[O:26]=[Mn:27]=[O:28]>>[F:1][C:2]([C:3](=[O:4])[NH:5][CH:6]1[CH2:7][CH2:8][CH2:9][c:10]2[cH:11][c:12]([CH:19]=[O:20])[c:13]([N+:16](=[O:17])[O-:18])[cH:14][c:15]21)([F:21])[F:22]. The reactants are BrC1=CC=2C3=C(NC2C=C1)CCN(C3)C3=NC=C(C=N3)C(=O)OC (methyl 2-(8-bromo-1,3,4,5-tetrahydro-2H-pyrido[4,3-b]indol-2-yl)pyrimidine-5-carboxylate), C(=O)([O-])[O-].[Cs+].[Cs+] (Cs2CO3), C(=O)C1=CC=C(O1)B(O)O (5-formyl-2-furanboronic acid). The reagents and catalysts are C=1C=CC(=CC1)[P](C=2C=CC=CC2)(C=3C=CC=CC3)[Pd]([P](C=4C=CC=CC4)(C=5C=CC=CC5)C=6C=CC=CC6)([P](C=7C=CC=CC7)(C=8C=CC=CC8)C=9C=CC=CC9)[P](C=1C=CC=CC1)(C=1C=CC=CC1)C=1C=CC=CC1 (tetrakis(triphenylphosphine)palladium(0)). Run in C1CCOC1 (THF), C1CCOC1 (THF). Conditions: temperature 80 celsius, time 12 hour. Yields the product COC(=O)C=1C=NC(=NC1)N1CC2=C(NC=3C=CC(=CC23)C=2OC(=CC2)C=O)CC1 (methyl-2-{8-[5-(formyl)-2-furyl]-1,3,4,5-tetrahydro-2H-pyrido[4,3-b]indol-2-yl}pyrimidine-5-carboxylate). Yield: 46.6%. Reaction SMILES: Br[C:2]1[CH:10]=[CH:9][C:8]2[NH:7][C:6]3[CH2:11][CH2:12][N:13]([C:15]4[N:20]=[CH:19][C:18]([C:21]([O:23][CH3:24])=[O:22])=[CH:17][N:16]=4)[CH2:14][C:5]=3[C:4]=2[CH:3]=1.C([O-])([O-])=O.[Cs+].[Cs+].[CH:31]([C:33]1[O:37][C:36](B(O)O)=[CH:35][CH:34]=1)=[O:32]>C1COCC1.C1C=CC([P]([Pd]([P](C2C=CC=CC=2)(C2C=CC=CC=2)C2C=CC=CC=2)([P](C2C=CC=CC=2)(C2C=CC=CC=2)C2C=CC=CC=2)[P](C2C=CC=CC=2)(C2C=CC=CC=2)C2C=CC=CC=2)(C2C=CC=CC=2)C2C=CC=CC=2)=CC=1>[CH3:24][O:23][C:21]([C:18]1[CH:19]=[N:20][C:15]([N:13]2[CH2:12][CH2:11][C:6]3[NH:7][C:8]4[CH:9]=[CH:10][C:2]([C:36]5[O:37][C:33]([CH:31]=[O:32])=[CH:34][CH:35]=5)=[CH:3][C:4]=4[C:5]=3[CH2:14]2)=[N:16][CH:17]=1)=[O:22] |f:1.2.3,^1:49,51,70,89|. Procedure details: To a solution of Example 33 (0.25 g, 0.64 mmol) in THF:H20 (4:1) were added Cs2CO3 (1.689 g, 5.16 mmol) and 5-formyl-2-furanboronic acid (0.180 g, 1.29 mmol). The reaction mixture was thoroughly degassed and freshly prepared tetrakis(triphenylphosphine)palladium(0) (0.186 g, 0.16 mmol) was added under nitrogen atmosphere at room temperature. The reaction mixture temperature was raised to 80° C. and continued stirring for 12 hr. The progress of the reaction was monitored by TLC analysis and upon ... Starting materials: CN(C)C=O, O=C1CCC(=O)N1I, COc1c(F)cc(C)c(C(=O)O)c1N, O. The product is COc1c(N)c(C(=O)O)c(C)c(I)c1F. RXN SMILES: [CH3:1][N:2]([CH3:3])[CH:4]=[O:5].[I:6][N:7]1[C:8](=[O:9])[CH2:10][CH2:11][C:12]1=[O:13].[NH2:14][c:15]1[c:16]([C:17](=[O:18])[OH:19])[c:20]([CH3:27])[cH:21][c:22]([F:26])[c:23]1[O:24][CH3:25].[OH2:28]>>[I:6][c:21]1[c:20]([CH3:27])[c:16]([C:17](=[O:18])[OH:19])[c:15]([NH2:14])[c:23]([O:24][CH3:25])[c:22]1[F:26]. The reactants are COC(CC1=CC=C(C=C1)CNC1=CC(=CC=C1)C1=C(C=NC2=C(C=CC=C12)C(F)(F)F)CC1=CC=CC=C1)=O ((4-{[3-(3-benzyl-8-trifluoromethyl-quinolin-4-yl)-phenylamino]-methyl}-phenyl)-acetic acid methyl ester), C=O (formaldehyde). Product: C(C1=CC=CC=C1)C=1C=NC2=C(C=CC=C2C1C=1C=C(C=CC1)N(C)CC1=CC=C(C=C1)CC(=O)O)C(F)(F)F ((4-{[{3-[3-BENZYL-8-(TRIFLUOROMETHYL)QUINOLIN-4-YL]PHENYL}(METHYL)AMINO]METHYL}PHENYL)ACETIC ACID). Reaction SMILES: C[O:2][C:3](=[O:40])[CH2:4][C:5]1[CH:10]=[CH:9][C:8]([CH2:11][NH:12][C:13]2[CH:18]=[CH:17][CH:16]=[C:15]([C:19]3[C:28]4[C:23](=[C:24]([C:29]([F:32])([F:31])[F:30])[CH:25]=[CH:26][CH:27]=4)[N:22]=[CH:21][C:20]=3[CH2:33][C:34]3[CH:39]=[CH:38][CH:37]=[CH:36][CH:35]=3)[CH:14]=2)=[CH:7][CH:6]=1.[CH2:41]=O>>[CH2:33]([C:20]1[CH:21]=[N:22][C:23]2[C:28]([C:19]=1[C:15]1[CH:14]=[C:13]([N:12]([CH2:11][C:8]3[CH:7]=[CH:6][C:5]([CH2:4][C:3]([OH:2])=[O:40])=[CH:10][CH:9]=3)[CH3:41])[CH:18]=[CH:17][CH:16]=1)=[CH:27][CH:26]=[CH:25][C:24]=2[C:29]([F:30])([F:32])[F:31])[C:34]1[CH:39]=[CH:38][CH:37]=[CH:36][CH:35]=1. Procedure: The title compound was prepared from (4-{[3-(3-benzyl-8-trifluoromethyl-quinolin-4-yl)-phenylamino]-methyl}-phenyl)-acetic acid methyl ester and formaldehyde according to the procedure of Example 66. MS (ES) m/z 541.3.